From a dataset of the Open Reaction Database (ORD), a public repository of structured organic reaction records. describe an organic reaction: reactants, conditions, products, and yield Starting materials: CC(C)(C)c1nc(C2CCC2)cc(N2CCN(CCCO)CC2)n1, CCCCC, Clc1ncccn1, [H-], [Na+], C1COCCO1. Yields the product CC(C)(C)c1nc(C2CCC2)cc(N2CCN(CCCOc3ncccn3)CC2)n1, Cl. As a reaction SMILES: [C:3]([CH3:4])([CH3:5])([CH3:6])[c:7]1[n:8][c:9]([CH:23]2[CH2:24][CH2:25][CH2:26]2)[cH:10][c:11]([N:13]2[CH2:14][CH2:15][N:16]([CH2:19][CH2:20][CH2:21][OH:22])[CH2:17][CH2:18]2)[n:12]1.[CH3:34][CH2:35][CH2:36][CH2:37][CH3:38].[Cl:27][c:28]1[n:29][cH:30][cH:31][cH:32][n:33]1.[H-:1].[Na+:2].[O:39]1[CH2:40][CH2:41][O:42][CH2:43][CH2:44]1>>[C:3]([CH3:4])([CH3:5])([CH3:6])[c:7]1[n:8][c:9]([CH:23]2[CH2:24][CH2:25][CH2:26]2)[cH:10][c:11]([N:13]2[CH2:14][CH2:15][N:16]([CH2:19][CH2:20][CH2:21][O:22][c:28]3[n:29][cH:30][cH:31][cH:32][n:33]3)[CH2:17][CH2:18]2)[n:12]1.[ClH:27]. As a reaction SMILES: [BH4-:31].[C:42]([O-:43])(=[O:44])[CH3:45].[C:47]([O-:48])(=[O:49])[CH3:50].[CH3:33][CH2:34][O:35][C:36](=[O:37])[CH3:38].[CH3:39][OH:40].[CH:1]1([NH:4][C:5](=[O:6])[c:7]2[cH:8][cH:9][c:10]([CH3:30])[c:11]([NH:13][C:14]([c:15]3[c:16]([N+:26]([O-:27])=[O:28])[cH:17][cH:18][c:19]([O:21][CH2:22][C:23](=[CH2:24])[CH3:25])[cH:20]3)=[O:29])[cH:12]2)[CH2:2][CH2:3]1.[Cu+2:46].[Na+:32].[OH2:41]>>[CH:1]1([NH:4][C:5](=[O:6])[c:7]2[cH:8][cH:9][c:10]([CH3:30])[c:11]([NH:13][C:14]([c:15]3[c:16]([NH2:26])[cH:17][cH:18][c:19]([O:21][CH2:22][C:23](=[CH2:24])[CH3:25])[cH:20]3)=[O:29])[cH:12]2)[CH2:2][CH2:3]1. Starting materials: [BH4-], CC(=O)[O-], CC(=O)[O-], CCOC(C)=O, CO, C=C(C)COc1ccc([N+](=O)[O-])c(C(=O)Nc2cc(C(=O)NC3CC3)ccc2C)c1, [Cu+2], [Na+], O. Product: C=C(C)COc1ccc(N)c(C(=O)Nc2cc(C(=O)NC3CC3)ccc2C)c1. Reactants: Cn1nc(-c2cccc(-n3ncc4cc(C(C)(C)C)cc(F)c4c3=O)c2CO)cc(Nc2cnc(C3COC(C)(C)O3)cn2)c1=O, [Cl-], Cl, [NH4+], C1CCOC1. The product is Cn1nc(-c2cccc(-n3ncc4cc(C(C)(C)C)cc(F)c4c3=O)c2CO)cc(Nc2cnc(C(O)CO)cn2)c1=O. Reaction SMILES: [C:1]([CH3:2])([CH3:3])([CH3:4])[c:5]1[cH:6][c:7]2[cH:8][n:9][n:10](-[c:17]3[c:18]([CH2:45][OH:46])[c:19](-[c:23]4[n:24][n:25]([CH3:44])[c:26](=[O:43])[c:27]([NH:29][c:30]5[n:31][cH:32][c:33]([CH:36]6[O:37][C:38]([CH3:41])([CH3:42])[O:39][CH2:40]6)[n:34][cH:35]5)[cH:28]4)[cH:20][cH:21][cH:22]3)[c:11](=[O:16])[c:12]2[c:13]([F:15])[cH:14]1.[Cl-:48].[ClH:47].[NH4+:49].[O:50]1[CH2:51][CH2:52][CH2:53][CH2:54]1>>[C:1]([CH3:2])([CH3:3])([CH3:4])[c:5]1[cH:6][c:7]2[cH:8][n:9][n:10](-[c:17]3[c:18]([CH2:45][OH:46])[c:19](-[c:23]4[n:24][n:25]([CH3:44])[c:26](=[O:43])[c:27]([NH:29][c:30]5[n:31][cH:32][c:33]([CH:36]([OH:37])[CH2:40][OH:39])[n:34][cH:35]5)[cH:28]4)[cH:20][cH:21][cH:22]3)[c:11](=[O:16])[c:12]2[c:13]([F:15])[cH:14]1. Reactants: CC1=C(C=C(C=C1)NC(C1=CC=C(C=C1)CN1CCN(CC1)C)=O)[N+](=O)[O-] (N-(4-methyl-3-nitro-phenyl)-4-(4-methyl-piperazin-1-ylmethyl)-benzamide), C(=O)[O-].[K+] (potassium formate). Reagents/catalysts: [Pt] (platinum). The solvent is C(C)O (ethanol). Reaction conditions: temperature 80 celsius. The product is NC=1C=C(C=CC1C)NC(C1=CC=C(C=C1)CN1CCN(CC1)C)=O (N-(3-amino-4-methyl-phenyl)-4-(4-methyl-piperazin-1-ylmethyl)-benzamide). RXN SMILES: [CH3:1][C:2]1[CH:7]=[CH:6][C:5]([NH:8][C:9](=[O:24])[C:10]2[CH:15]=[CH:14][C:13]([CH2:16][N:17]3[CH2:22][CH2:21][N:20]([CH3:23])[CH2:19][CH2:18]3)=[CH:12][CH:11]=2)=[CH:4][C:3]=1[N+:25]([O-])=O.C([O-])=O.[K+]>C(O)C.[Pt]>[NH2:25][C:3]1[CH:4]=[C:5]([NH:8][C:9](=[O:24])[C:10]2[CH:11]=[CH:12][C:13]([CH2:16][N:17]3[CH2:18][CH2:19][N:20]([CH3:23])[CH2:21][CH2:22]3)=[CH:14][CH:15]=2)[CH:6]=[CH:7][C:2]=1[CH3:1] |f:1.2|. Reported procedure: Alternatively a solution of N-(4-methyl-3-nitro-phenyl)-4-(4-methyl-piperazin-1-ylmethyl)-benzamide (60 g, 163 mmol) in ethanol 90% (300 ml) at room temperature under an atmosphere of nitrogen is treated sequentially with platinum (5%) on carbon (6.0 g) and potassium formate (68.5 g, 814 mmol). The resulting suspension is then heated at 80° C. for a period of 16 hrs. The reaction mixture is filtrated at 70° C. over a pad of Celite. Ethanol 90% (150 ml) and water (150 ml) are used to rinse the re... Reactants: OC1(CCN(CC1)C(=O)OC(C)(C)C)C1=CC=C(C=C1)OC (tert-butyl 4-hydroxy-4-(4-methoxyphenyl)piperidine-1-carboxylate), OC1(CCN(CC1)C(=O)OC(C)(C)C)C1=CC=C(C=C1)OC (tert-butyl 4-hydroxy-4-(4-methoxyphenyl)piperidine-1-carboxylate), Cl (HCl), O1CCOCC1 (dioxane). Reaction conditions: time 3 hour. Product: Cl.COC1=CC=C(C=C1)C=1CCNCC1 (4-(4-Methoxyphenyl)-1,2,3,6-tetrahydropyridine hydrochloride). As a reaction SMILES: O[C:2]1([C:15]2[CH:20]=[CH:19][C:18]([O:21][CH3:22])=[CH:17][CH:16]=2)[CH2:7][CH2:6][N:5](C(OC(C)(C)C)=O)[CH2:4][CH2:3]1.[ClH:23].O1CCOCC1>>[ClH:23].[CH3:22][O:21][C:18]1[CH:17]=[CH:16][C:15]([C:2]2[CH2:7][CH2:6][NH:5][CH2:4][CH:3]=2)=[CH:20][CH:19]=1 |f:3.4|. Reported procedure: A mixture of tert-butyl 4-hydroxy-4-(4-methoxyphenyl)piperidine-1-carboxylate (700 mg, 2.27 mmol, intermediate N) and HCl in dioxane (4.0 ml, 16 mmol) was stirred at rt for 3 h. The crude mass was concentrated under vacuum and the solid residue was washed with 3×10 ml of DCM to remove non-polar impurities. The desired salt was collected as a fine solid (480 mg, 93%). LCMS (ES-API) m/z 190.2 (M+H)+; 1H NMR (400 MHz, DMSO-d6) δ 7.37 (d, J=9.0 Hz, 2H), 6.98 (d, J=9.0 Hz, 2H), 6.08-5.98 (m, 1H), 5.1... The reactants are C1C(=CC2=CC=CC=C12)C=1NC2=CC=CC=C2C1 (2-(2-indenyl)indole), C1(C=CC(N1)=O)=O (maleimide). The solvent is CO (MeOH). Product: C1=CC=CC2=C1CC1=C2C2C(C3C4=CC=CC=C4NC13)C(NC2=O)=O (4c,7a,7b,12a-Tetrahydro-6H, 1 2H 1 3H-indeno[2,3-a]pyrrolo [3,4-c]carbazole-5,7-(5H, 7H)dione). The yield is 62.3%. As a reaction SMILES: [CH2:1]1[C:9]2[C:4](=[CH:5][CH:6]=[CH:7][CH:8]=2)[CH:3]=[C:2]1[C:10]1[NH:11][C:12]2[C:17]([CH:18]=1)=[CH:16][CH:15]=[CH:14][CH:13]=2.[C:19]1(=[O:25])[NH:23][C:22](=[O:24])[CH:21]=[CH:20]1>CO>[CH:5]1[C:4]2[CH2:3][C:2]3[CH:10]4[CH:18]([C:17]5[C:12]([NH:11]4)=[CH:13][CH:14]=[CH:15][CH:16]=5)[CH:21]4[C:22](=[O:24])[NH:23][C:19](=[O:25])[CH:20]4[C:1]=3[C:9]=2[CH:8]=[CH:7][CH:6]=1. Reported procedure: A mixture of 2-(2-indenyl)indole (1.0 g, 4.3 mmol) and maleimide (525 mg, 5.41 mmol) in a 10 cm sealed reaction vial was heated at 180°-190° C. for 30 min. After cooling the reaction to ambient temperature, MeOH (5 mL) was added. The product was collected to give 880 mg (62%) of a white solid product with a m.p. of 254°-255° C. (MeOH). The following NMR data were obtained: 1H NMR (DMSO-d6, 300 MHz): 63.1-3.4 (m, 2H), 3.8 (m, 2H), 3.95 (t, 1H), 4.35 (d, 1H), 6.9-7.4 (m, 7H), 7.75 (d, 1H), 11.05 (...